Task: describe an organic reaction: reactants, conditions, products, and yield. Dataset: the Open Reaction Database (ORD), a public repository of structured organic reaction records Starting materials: CC(C)Cn1c(CO)c(-c2ccccc2)c2cc(Br)ccc2c1=O, Cc1ccccc1, C1CCOC1, O=S(Cl)Cl, c1ccncc1. Yields the product CC(C)Cn1c(CCl)c(-c2ccccc2)c2cc(Br)ccc2c1=O. Reaction SMILES: [Br:1][c:2]1[cH:3][c:4]2[c:5](-[c:19]3[cH:20][cH:21][cH:22][cH:23][cH:24]3)[c:6]([CH2:17][OH:18])[n:7]([CH2:13][CH:14]([CH3:15])[CH3:16])[c:8](=[O:12])[c:9]2[cH:10][cH:11]1.[CH3:40][c:41]1[cH:42][cH:43][cH:44][cH:45][cH:46]1.[O:35]1[CH2:36][CH2:37][CH2:38][CH2:39]1.[S:31]([Cl:32])([Cl:33])=[O:34].[cH:25]1[cH:26][cH:27][n:28][cH:29][cH:30]1>>[Br:1][c:2]1[cH:3][c:4]2[c:5](-[c:19]3[cH:20][cH:21][cH:22][cH:23][cH:24]3)[c:6]([CH2:17][Cl:33])[n:7]([CH2:13][CH:14]([CH3:15])[CH3:16])[c:8](=[O:12])[c:9]2[cH:10][cH:11]1.